Dataset: the Open Reaction Database (ORD), a public repository of structured organic reaction records. Task: describe an organic reaction: reactants, conditions, products, and yield Reactants: C=Cc1cnc(C)c(O)c1CO, ClC(Cl)Cl. The product is C=Cc1cnc(C)c(O)c1C=O. RXN SMILES: [CH3:1][c:2]1[n:3][cH:4][c:5]([CH:11]=[CH2:12])[c:6]([CH2:9][OH:10])[c:7]1[OH:8].[CH:13]([Cl:14])([Cl:15])[Cl:16]>>[CH3:1][c:2]1[n:3][cH:4][c:5]([CH:11]=[CH2:12])[c:6]([CH:9]=[O:10])[c:7]1[OH:8]. The reactants are C(C)(=O)OC(C)=O (Acetic acid anhydride), N12CCN(C(CC1)CC2)C(=O)C=2OC(=CC2)C2=CC=C(C=C2)N ((1,4-diaza-bicyclo[3.2.2]non-4-yl)-5-(4-aminophenyl)-furan-2-yl-methanone), [OH-].[Na+] (sodium hydroxide). The solvent is ClCCl (dichloromethane), ClCCl (dichloromethane). Run at time 4 hour. Product: N12CCN(C(CC1)CC2)C(=O)C=2OC(=CC2)C2=CC=C(C=C2)NC(C)=O ((1,4-Diaza-bicyclo[3.2.2]-non-4-yl)-5-(4-acetylaminophenyl)-furan-2-yl-methanone). Reaction SMILES: [C:1](OC(=O)C)(=[O:3])[CH3:2].[N:8]12[CH2:16][CH2:15][CH:12]([CH2:13][CH2:14]1)[N:11]([C:17]([C:19]1[O:20][C:21]([C:24]3[CH:29]=[CH:28][C:27]([NH2:30])=[CH:26][CH:25]=3)=[CH:22][CH:23]=1)=[O:18])[CH2:10][CH2:9]2.[OH-].[Na+]>ClCCl>[N:8]12[CH2:14][CH2:13][CH:12]([CH2:15][CH2:16]1)[N:11]([C:17]([C:19]1[O:20][C:21]([C:24]3[CH:29]=[CH:28][C:27]([NH:30][C:1](=[O:3])[CH3:2])=[CH:26][CH:25]=3)=[CH:22][CH:23]=1)=[O:18])[CH2:10][CH2:9]2 |f:2.3|. Procedure details: Acetic acid anhydride (133 mg; 1.3 mmol) solved in dichloromethane (2 ml) was added dropwise to a mixture of (1,4-diaza-bicyclo[3.2.2]non-4-yl)-5-(4-aminophenyl)-furan-2-yl-methanone and dichloromethane (10 ml) at room temperature. The mixture was allowed to stir for 4 hours. Aqueous sodium hydroxide (20 ml; 1M) was added followed by extraction with dichloromethane (3×20 ml). The crude mixture was purified by silica gel chromatography, using a mixture of dichloromethane:methanol (4:1) and 2% met... Starting materials: C(C1=CN=CC=C1)=O (nicotinaldehyde), C(C)(C)(C)OC(=O)COC=1C=C(C=CC1)C(C)=O (3'-(tert-Butoxycarbonylmethoxy)acetophenone), C(C1=CN=CC=C1)=O (nicotinaldehyde), N1CCCCC1 (piperidine). The solvent is CCO (EtOH). The product is N1=CC(=CC=C1)C=CC(=O)C1=CC(=CC=C1)OCC(=O)OC(C)(C)C (3-(3-Pyridyl)-1-(3-(tert-butoxycarbonylmethoxy)phenyl)-2-propen-1-one). As a reaction SMILES: [C:1]([O:5][C:6]([CH2:8][O:9][C:10]1[CH:11]=[C:12]([C:16](=[O:18])[CH3:17])[CH:13]=[CH:14][CH:15]=1)=[O:7])([CH3:4])([CH3:3])[CH3:2].[CH:19](=O)[C:20]1[CH:25]=[CH:24][CH:23]=[N:22][CH:21]=1.N1CCCCC1>CCO>[N:22]1[CH:23]=[CH:24][CH:25]=[C:20]([CH:19]=[CH:17][C:16]([C:12]2[CH:13]=[CH:14][CH:15]=[C:10]([O:9][CH2:8][C:6]([O:5][C:1]([CH3:4])([CH3:2])[CH3:3])=[O:7])[CH:11]=2)=[O:18])[CH:21]=1. Procedure: A mixture of 16 (4.0 g, 16 mmol), nicotinaldehyde (1.89 mL, 20 mmol), and piperidine (4.0 mL, 40 mmol) in absolute EtOH (65 mL) was heated at reflux for 16 h. The mixture was cooled and concentrated in vacuo. Chromatography on silica gel (30-60% EtOAc/hexanes) gave a mixture of unreacted nicotinaldehyde and 17 (both have the same Rf on TLC). Washing of the mixture with hexane in a filter funnel provide 1.73 g (32%) of pure 17 as a yellow crystal. 1H NMR (CDCl3, 300 MHz) 8.87 (d, J=2.1 Hz, 1 H), ... Reactants: O=C1CCC(=O)N1Br, ClC(Cl)Cl, CCOC(=O)CCCOc1cnc(N(Cc2cc(C(F)(F)F)cc(C(F)(F)F)c2)Cc2cc(C(F)(F)F)ccc2O)nc1. The product is CCOC(=O)CCCOc1cnc(N(Cc2cc(C(F)(F)F)cc(C(F)(F)F)c2)Cc2cc(C(F)(F)F)cc(Br)c2O)nc1. As a reaction SMILES: [Br:44][N:45]1[C:46](=[O:47])[CH2:48][CH2:49][C:50]1=[O:51].[CH:52]([Cl:53])([Cl:54])[Cl:55].[F:1][C:2]([c:3]1[cH:4][c:5]([CH2:6][N:7]([c:8]2[n:9][cH:10][c:11]([O:14][CH2:15][CH2:16][CH2:17][C:18](=[O:19])[O:20][CH2:21][CH3:22])[cH:12][n:13]2)[CH2:23][c:24]2[c:25]([OH:34])[cH:26][cH:27][c:28]([C:30]([F:31])([F:32])[F:33])[cH:29]2)[cH:35][c:36]([C:38]([F:39])([F:40])[F:41])[cH:37]1)([F:42])[F:43]>>[F:1][C:2]([c:3]1[cH:4][c:5]([CH2:6][N:7]([c:8]2[n:9][cH:10][c:11]([O:14][CH2:15][CH2:16][CH2:17][C:18](=[O:19])[O:20][CH2:21][CH3:22])[cH:12][n:13]2)[CH2:23][c:24]2[c:25]([OH:34])[c:26]([Br:44])[cH:27][c:28]([C:30]([F:31])([F:32])[F:33])[cH:29]2)[cH:35][c:36]([C:38]([F:39])([F:40])[F:41])[cH:37]1)([F:42])[F:43]. Reactants: Cc1c(Cc2ccccc2)nnc(C2=CCN(c3ccc(C(F)(F)F)cn3)CC2)c1C, CCO. Yields the product Cc1c(Cc2ccccc2)nnc(C2CCN(c3ccc(C(F)(F)F)cn3)CC2)c1C. RXN SMILES: [CH2:1]([c:2]1[cH:3][cH:4][cH:5][cH:6][cH:7]1)[c:8]1[n:9][n:10][c:11]([C:16]2=[CH:21][CH2:20][N:19]([c:22]3[n:23][cH:24][c:25]([C:28]([F:29])([F:30])[F:31])[cH:26][cH:27]3)[CH2:18][CH2:17]2)[c:12]([CH3:15])[c:13]1[CH3:14].[CH3:32][CH2:33][OH:34]>>[CH2:1]([c:2]1[cH:3][cH:4][cH:5][cH:6][cH:7]1)[c:8]1[n:9][n:10][c:11]([CH:16]2[CH2:17][CH2:18][N:19]([c:22]3[n:23][cH:24][c:25]([C:28]([F:29])([F:30])[F:31])[cH:26][cH:27]3)[CH2:20][CH2:21]2)[c:12]([CH3:15])[c:13]1[CH3:14]. Starting materials: CNC1CCN(Cc2ccccc2)C1, Clc1ccc2nc(Cl)oc2c1, ClCCl. Product: CN(c1nc2ccc(Cl)cc2o1)C1CCN(Cc2ccccc2)C1. As a reaction SMILES: [CH2:12]([c:13]1[cH:14][cH:15][cH:16][cH:17][cH:18]1)[N:19]1[CH2:20][CH:21]([NH:24][CH3:25])[CH2:22][CH2:23]1.[Cl:1][c:2]1[o:3][c:4]2[c:5]([n:6]1)[cH:7][cH:8][c:9]([Cl:11])[cH:10]2.[Cl:26][CH2:27][Cl:28]>>[c:2]1([N:24]([CH:21]2[CH2:20][N:19]([CH2:12][c:13]3[cH:14][cH:15][cH:16][cH:17][cH:18]3)[CH2:23][CH2:22]2)[CH3:25])[o:3][c:4]2[c:5]([n:6]1)[cH:7][cH:8][c:9]([Cl:11])[cH:10]2. Reactants: CC(=O)OCc1nnc(-c2ccc3occ(-c4cccc(OC(F)(F)F)c4)c3c2)o1, CO, CCOC(C)=O, [Na+], [OH-]. RXN SMILES: [C:1](=[O:2])([CH3:3])[O:4][CH2:5][c:6]1[o:7][c:8](-[c:11]2[cH:12][cH:13][c:14]3[c:15]([c:16](-[c:19]4[cH:20][c:21]([O:25][C:26]([F:27])([F:28])[F:29])[cH:22][cH:23][cH:24]4)[cH:17][o:18]3)[cH:30]2)[n:9][n:10]1.[CH3:33][OH:34].[CH3:35][CH2:36][O:37][C:38](=[O:39])[CH3:40].[Na+:32].[OH-:31]>>[OH:4][CH2:5][c:6]1[o:7][c:8](-[c:11]2[cH:12][cH:13][c:14]3[c:15]([c:16](-[c:19]4[cH:20][c:21]([O:25][C:26]([F:27])([F:28])[F:29])[cH:22][cH:23][cH:24]4)[cH:17][o:18]3)[cH:30]2)[n:9][n:10]1. The product is OCc1nnc(-c2ccc3occ(-c4cccc(OC(F)(F)F)c4)c3c2)o1. Reactants: C(C)(C)(C)C1=C(C=C(C=C1)CN)NC(CC(CCCCC)C1=C(C=C(C=C1OC)OC)OC)=O (N-(2-t-butyl-5-aminomethylphenyl)-3-(2,4,6-trimethoxyphenyl)octanamide), C(C)(=O)OC(C)=O (acetic anhydride). Product: C(C)(C)(C)C1=C(C=C(C=C1)CNC(C)=O)NC(CC(CCCCC)C1=C(C=C(C=C1OC)OC)OC)=O (N-[2-t-Butyl-5-(N-acetylaminomethyl)phenyl]-3-(2,4,6-trimethoxyphenyl)octanamide). RXN SMILES: [C:1]([C:5]1[CH:10]=[CH:9][C:8]([CH2:11][NH2:12])=[CH:7][C:6]=1[NH:13][C:14](=[O:34])[CH2:15][CH:16]([C:22]1[C:27]([O:28][CH3:29])=[CH:26][C:25]([O:30][CH3:31])=[CH:24][C:23]=1[O:32][CH3:33])[CH2:17][CH2:18][CH2:19][CH2:20][CH3:21])([CH3:4])([CH3:3])[CH3:2].[C:35](OC(=O)C)(=[O:37])[CH3:36]>>[C:1]([C:5]1[CH:10]=[CH:9][C:8]([CH2:11][NH:12][C:35](=[O:37])[CH3:36])=[CH:7][C:6]=1[NH:13][C:14](=[O:34])[CH2:15][CH:16]([C:22]1[C:27]([O:28][CH3:29])=[CH:26][C:25]([O:30][CH3:31])=[CH:24][C:23]=1[O:32][CH3:33])[CH2:17][CH2:18][CH2:19][CH2:20][CH3:21])([CH3:2])([CH3:3])[CH3:4]. Reported procedure: Following a similar procedure to that described in Example 144, but using N-(2-t-butyl-5-aminomethylphenyl)-3-(2,4,6-trimethoxyphenyl)octanamide (prepared as described in Preparation 72C) and acetic anhydride, the title compound was obtained as a colorless foam-like substance. Starting materials: COC(CC=1C=NC(=C(C1)CC#N)CC)=O (5-cyanomethyl-6-ethyl-pyridin-3-yl-acetic acid methyl ester), Cl.NC1=C(C(=CC(=C1F)F)F)S (2-amino-3,4,6-trifluorothiophenol hydrochloride). Conditions: temperature 120 celsius. Yields the product COC(CC=1C=NC(=C(C1)CC=1SC2=C(N1)C(=C(C=C2F)F)F)CC)=O (6-ethyl-5-(4,5,7-trifluoro-benzothiazol-2-ylmethyl)-pyridin-3-yl-acetic acid-methyl ester). Isolated yield 78.6%. Reaction SMILES: [CH3:1][O:2][C:3](=[O:16])[CH2:4][C:5]1[CH:6]=[N:7][C:8]([CH2:14][CH3:15])=[C:9]([CH2:11][C:12]#[N:13])[CH:10]=1.Cl.N[C:19]1[C:24]([F:25])=[C:23]([F:26])[CH:22]=[C:21]([F:27])[C:20]=1[SH:28]>>[CH3:1][O:2][C:3](=[O:16])[CH2:4][C:5]1[CH:6]=[N:7][C:8]([CH2:14][CH3:15])=[C:9]([CH2:11][C:12]2[S:28][C:20]3[C:21]([F:27])=[CH:22][C:23]([F:26])=[C:24]([F:25])[C:19]=3[N:13]=2)[CH:10]=1 |f:1.2|. Procedure details: A mixture of 5-cyanomethyl-6-ethyl-pyridin-3-yl-acetic acid methyl ester (0.51 g, 2.34 mmol), 2-amino-3,4,6-trifluorothiophenol hydrochloride (0.54 g, 2.53 mmol) and BHT (10 mg) in a sealed reaction vessel is heated to 120° C. for 9 h. After cooling to room temperatue, the resulting slurry is adsorbed onto silica gel and purified by flash column chromatography (10-30% ethyl acetate in hexanes) to give 6-ethyl-5-(4,5,7-trifluoro-benzothiazol-2-ylmethyl)-pyridin-3-yl-acetic acid-methyl ester as a ...